Dataset: the Open Reaction Database (ORD), a public repository of structured organic reaction records. Task: describe an organic reaction: reactants, conditions, products, and yield The reactants are NCC=1C=C(C=CC1)NC1=NNC2=NC=NC(=C21)NC2=CC(=CC=C2)Cl (3-(3aminomethyl-phenylamino)4-(3-chloro-phenylamino)-1H-pyrazolo[3,4-d]pyrimidine), C(C)OC(N(C)C)OCC (N,N-dimethylformamide diethyl acetal), CO (methanol). Reaction conditions: temperature 30 celsius, time 2 hour. Yields the product ClC=1C=C(C=CC1)NC1=C2C(=NC=N1)NN=C2NC2=CC(=CC=C2)C(N=C)N(C)C (4-(3-chloro-phenylamino)-3-[3-(dimethylamino-methyleneamino-methyl)-phenylamino]-1H-pyrazolo[3,4-d]pyrimidine). RXN SMILES: [NH2:1][CH2:2][C:3]1[CH:4]=[C:5]([NH:9][C:10]2[C:18]3[C:13](=[N:14][CH:15]=[N:16][C:17]=3[NH:19][C:20]3[CH:25]=[CH:24][CH:23]=[C:22]([Cl:26])[CH:21]=3)[NH:12][N:11]=2)[CH:6]=[CH:7][CH:8]=1.C(O[CH:30](OCC)[N:31](C)[CH3:32])C.[CH3:37]O>>[Cl:26][C:22]1[CH:21]=[C:20]([NH:19][C:17]2[N:16]=[CH:15][N:14]=[C:13]3[NH:12][N:11]=[C:10]([NH:9][C:5]4[CH:6]=[CH:7][CH:8]=[C:3]([CH:2]([N:31]([CH3:32])[CH3:30])[N:1]=[CH2:37])[CH:4]=4)[C:18]=23)[CH:25]=[CH:24][CH:23]=1. Reported procedure: A mixture of 500 mg (1.34 mmol) of 3-(3aminomethyl-phenylamino)4-(3-chloro-phenylamino)-1H-pyrazolo[3,4-d]pyrimidine (water content: 1.79%), 402 mg (2.73 mmol) of N,N-dimethylformamide diethyl acetal and 5 ml of methanol is stirred at 30° C. for 2 hours and then concentrated by evaporation in vacuo. Crystallisation of the residue from ethyl acetate, filtration and washing the filter residue with ethyl acetate yield 4-(3-chloro-phenylamino)-3-[3-(dimethylamino-methyleneamino-methyl)-phenylamino]-... Starting materials: [Cl-], FC(F)(F)c1cccc(Br)c1, [Mg], [NH4+], C1CCOC1, CCC(=O)c1ccc(O)cc1O. The product is CCC(O)(c1cccc(C(F)(F)F)c1)c1ccc(O)cc1O. As a reaction SMILES: [Cl-:25].[F:2][C:3]([c:4]1[cH:5][c:6]([Br:10])[cH:7][cH:8][cH:9]1)([F:11])[F:12].[Mg:1].[NH4+:26].[O:27]1[CH2:28][CH2:29][CH2:30][CH2:31]1.[OH:13][c:14]1[c:15]([C:21]([CH2:22][CH3:23])=[O:24])[cH:16][cH:17][c:18]([OH:20])[cH:19]1>>[F:2][C:3]([c:4]1[cH:5][c:6]([C:21]([c:15]2[c:14]([OH:13])[cH:19][c:18]([OH:20])[cH:17][cH:16]2)([CH2:22][CH3:23])[OH:24])[cH:7][cH:8][cH:9]1)([F:11])[F:12]. The reactants are NC=1C(=C(C(=CC1)Cl)C=1C(N(C2=CC=NC=C2C1)C)=O)Cl (3-(3-amino-2,6-dichloro-phenyl)-1-methyl-1H-[1,6]-naphthyridin-2-one), ClCC1=CC=C(C(=O)Cl)C=C1 (4-(chloromethyl)benzoyl chloride). The solvent is CCOC(=O)C (EtOAc), ClCCl (dichloromethane). Reaction conditions: time 24 hour. Yields the product ClCC1=CC=C(C(=O)NC2=C(C(=C(C=C2)Cl)C=2C(N(C3=CC=NC=C3C2)C)=O)Cl)C=C1 (4-chloromethyl-N-[2,4-dichloro-3-(1-methyl-2-oxo-1,2-dihydro-[1,6]naphthyridin-3-yl)-phenyl]-benzamide). The yield is 73.1%. Reaction SMILES: [NH2:1][C:2]1[C:3]([Cl:21])=[C:4]([C:9]2[C:10](=[O:20])[N:11]([CH3:19])[C:12]3[C:17]([CH:18]=2)=[CH:16][N:15]=[CH:14][CH:13]=3)[C:5]([Cl:8])=[CH:6][CH:7]=1.[Cl:22][CH2:23][C:24]1[CH:32]=[CH:31][C:27]([C:28](Cl)=[O:29])=[CH:26][CH:25]=1>ClCCl.CCOC(C)=O>[Cl:22][CH2:23][C:24]1[CH:32]=[CH:31][C:27]([C:28]([NH:1][C:2]2[CH:7]=[CH:6][C:5]([Cl:8])=[C:4]([C:9]3[C:10](=[O:20])[N:11]([CH3:19])[C:12]4[C:17]([CH:18]=3)=[CH:16][N:15]=[CH:14][CH:13]=4)[C:3]=2[Cl:21])=[O:29])=[CH:26][CH:25]=1. Procedure details: To a solution of 3-(3-amino-2,6-dichloro-phenyl)-1-methyl-1H-[1,6]-naphthyridin-2-one (30 mg, 0.0937 mmol) in the dichloromethane (7 mL) is added 4-(chloromethyl)benzoyl chloride (53.2 mg, 0.28 mmol). After the mixture is stirred 24 hours at room temperature, it is diluted with EtOAc and washed with saturated K2CO3, brine and water. The organic layer is dried, filtered and concentrated to give crude product, which is purified by flash silica gel column elute with CH2Cl2 (100%) gradient to CH2Cl2... Starting materials: [Si](C)(C)(C(C)(C)C)O[C@H]1O[C@H]([C@@H](CC1)OC(C)=O)C ((2R, 5R, 6S)-2-tert-butyldimethylsilyloxy-5-acetoxy-6-methyl-tetrahydropyran), [OH-].[Na+] (NaOH). Run in O (H2O), CO (MeOH). Conditions: time 45 minute. Yields the product [Si](C)(C)(C(C)(C)C)O[C@H]1O[C@H]([C@@H](CC1)O)C ((2R, 5R, 6S)-2-tert-butyldimethylsilyloxy-5-hydroxy-6-methyl-tetrahydropyran). Isolated yield 96.0%. Reaction SMILES: [Si:1]([O:8][C@@H:9]1[CH2:14][CH2:13][C@@H:12]([O:15]C(=O)C)[C@H:11]([CH3:19])[O:10]1)([C:4]([CH3:7])([CH3:6])[CH3:5])([CH3:3])[CH3:2].[OH-].[Na+]>CO.O>[Si:1]([O:8][C@@H:9]1[CH2:14][CH2:13][C@@H:12]([OH:15])[C@H:11]([CH3:19])[O:10]1)([C:4]([CH3:7])([CH3:6])[CH3:5])([CH3:3])[CH3:2] |f:1.2|. Procedure: To a solution of the acetate from step 2 herein (36 mg, 0.13 mmol) in dry MeOH (1.3 ml), at room temperature, was added 1N NaOH (0.14 ml, 1.1 eq.) and the solution was stirred for 45 minutes. It was then poured in H2O and the aqueous phase was extracted 3× with CH2Cl2. The combined organic extracts were dried over MgSO4, the solids were filtered and the solvent evaporated to give 30 mg (96%) of the pure titled alcohol. The reactants are OC(C)C=1C=C(C(=NC1C)OC)NC(=O)N1CCN(CC1)C1=CC(=CC(=C1)OC)OC (([5-(1-Hydroxyethyl)-2-methoxy-6-methylpyridin-3-yl]aminocarbonyl}-4-(3,5-dimethoxyphenyl)piperazine), C(C)(=S)O (thioacetic acid). Solvent: O1CCCC1 (tetrahydrofuran). Conditions: temperature 0 celsius, time 1 hour. Yields the product C(C)(OC(C)C=1C(=NC(=C(C1)NC(=O)N1CCN(CC1)C1=CC(=CC(=C1)OC)OC)OC)C)=S (1-[5-({[4-(3,5-Dimethoxyphenyl)piperazino]carbonyl}amino)-6-methoxy-2-methylpyridin-3-yl]ethyl ethanthioate). Yield: 62.0%. RXN SMILES: [OH:1][CH:2]([C:4]1[CH:5]=[C:6]([NH:13][C:14]([N:16]2[CH2:21][CH2:20][N:19]([C:22]3[CH:27]=[C:26]([O:28][CH3:29])[CH:25]=[C:24]([O:30][CH3:31])[CH:23]=3)[CH2:18][CH2:17]2)=[O:15])[C:7]([O:11][CH3:12])=[N:8][C:9]=1[CH3:10])[CH3:3].[C:32](O)(=[S:34])[CH3:33]>O1CCCC1>[C:32](=[S:34])([O:1][CH:2]([C:4]1[C:9]([CH3:10])=[N:8][C:7]([O:11][CH3:12])=[C:6]([NH:13][C:14]([N:16]2[CH2:21][CH2:20][N:19]([C:22]3[CH:23]=[C:24]([O:30][CH3:31])[CH:25]=[C:26]([O:28][CH3:29])[CH:27]=3)[CH2:18][CH2:17]2)=[O:15])[CH:5]=1)[CH3:3])[CH3:33]. Reported procedure: 1-{([5-(1-Hydroxyethyl)-2-methoxy-6-methylpyridin-3-yl]aminocarbonyl}-4-(3,5-dimethoxyphenyl)piperazine(213 mg, 0.5 mmol) and thioacetic acid(72 μl, 1.0 mmol) were dissolved in tetrahydrofuran and was added into the above solution. The mixture solution was stirred at 0° C. for 1 hour and at room temperature for 1 hour and then was concentrated under the reduced pressure to remove the solvent. The concentrate was purified by column chromatography(ethylacetate:hexane=1:2) to obtain the titled comp... Starting materials: O=C([O-])O, CO, COC(OC)OC, CCOC(=O)c1ccc(OC)c(C=O)c1, [Na+], O, Cc1ccc(S(=O)(=O)O)cc1. The product is CCOC(=O)c1ccc(OC)c(C(OC)OC)c1. Reaction SMILES: [C:35](=[O:36])([OH:37])[O-:38].[CH3:40][OH:41].[CH:16]([O:17][CH3:18])([O:19][CH3:20])[O:21][CH3:22].[CH:1](=[O:2])[c:3]1[cH:4][c:5]([C:6](=[O:7])[O:8][CH2:9][CH3:10])[cH:11][cH:12][c:13]1[O:14][CH3:15].[Na+:39].[OH2:23].[c:24]1([CH3:25])[cH:26][cH:27][c:28]([S:29]([OH:30])(=[O:31])=[O:32])[cH:33][cH:34]1>>[c:3]1([CH:16]([O:19][CH3:20])[O:21][CH3:22])[cH:4][c:5]([C:6](=[O:7])[O:8][CH2:9][CH3:10])[cH:11][cH:12][c:13]1[O:14][CH3:15]. The reactants are C1(CCCC1)OC=1C=C(C=CC1OC)NC1=NC=CC=C1[N+](=O)[O-] (2-[(3-cyclopentyloxy-4-methoxyphenyl)-amino]-3-nitropyridine). The reagents and catalysts are [Pd] (palladium on carbon). The solvent is C(C)O (ethanol), O1CCOCC1 (1,4-dioxane). Reaction conditions: time 1 hour. The product is NC=1C(=NC=CC1)NC1=CC(=C(C=C1)OC)OC1CCCC1 (3-amino-2-[(3-cyclopentyloxy-4-methoxyphenyl)amino]pyridine). Yield: 84.0%. RXN SMILES: [CH:1]1([O:6][C:7]2[CH:8]=[C:9]([NH:15][C:16]3[C:21]([N+:22]([O-])=O)=[CH:20][CH:19]=[CH:18][N:17]=3)[CH:10]=[CH:11][C:12]=2[O:13][CH3:14])[CH2:5][CH2:4][CH2:3][CH2:2]1>[Pd].C(O)C.O1CCOCC1>[NH2:22][C:21]1[C:16]([NH:15][C:9]2[CH:10]=[CH:11][C:12]([O:13][CH3:14])=[C:7]([O:6][CH:1]3[CH2:2][CH2:3][CH2:4][CH2:5]3)[CH:8]=2)=[N:17][CH:18]=[CH:19][CH:20]=1. Procedure details: A mixture of 2-[(3-cyclopentyloxy-4-methoxyphenyl)-amino]-3-nitropyridine (1.30 g) and 10% palladium on carbon (0.3 g) in ethanol (20 ml) and 1,4-dioxane (20 ml) was stirred under hydrogen (3 atm) at room temperature for 1 hours. The catalyst was removed by filtration and the solvent was evaporated. The resulting solid was collected and washed with isopropyl ether to give 3-amino-2-[(3-cyclopentyloxy-4-methoxyphenyl)amino]pyridine (992 mg). Reactants: CC(=O)O, COc1cc(-c2ccc(N)nn2)ccc1OC(F)F, N, OO. Yields the product COc1cc(-c2ccc(N)[n+]([O-])n2)ccc1OC(F)F. RXN SMILES: [CH3:22][C:23](=[O:24])[OH:25].[NH2:1][c:2]1[n:3][n:4][c:5](-[c:8]2[cH:9][c:10]([O:18][CH3:19])[c:11]([O:14][CH:15]([F:16])[F:17])[cH:12][cH:13]2)[cH:6][cH:7]1.[NH3:26].[OH:20][OH:21]>>[NH2:1][c:2]1[n+:3]([O-:20])[n:4][c:5](-[c:8]2[cH:9][c:10]([O:18][CH3:19])[c:11]([O:14][CH:15]([F:16])[F:17])[cH:12][cH:13]2)[cH:6][cH:7]1. Starting materials: aqueous solution, [Na] (sodium), CS (methyl mercaptan), C1(=CC=CC=C1)S(=O)C(C)Br ((1-bromoethyl) phenyl sulfoxide). Solvent: C(C)#N (acetonitrile). Product: C1(=CC=CC=C1)S(=O)C(C)SC (1-methylthioethyl phenyl sulfoxide). Yield: 75.4%. RXN SMILES: [C:1]1([S:7]([CH:9](Br)[CH3:10])=[O:8])[CH:6]=[CH:5][CH:4]=[CH:3][CH:2]=1.[Na].[CH3:13][SH:14]>C(#N)C>[C:1]1([S:7]([CH:9]([S:14][CH3:13])[CH3:10])=[O:8])[CH:6]=[CH:5][CH:4]=[CH:3][CH:2]=1 |^1:11|. Procedure: 832 mg of (1-bromoethyl) phenyl sulfoxide was dissolved in 1 ml. of acetonitrile, and with addition of 3.3 ml. of a 20% aqueous solution of sodium salt of methyl mercaptan, the mixture was heated at 40° C. for 10 hours. The product was extracted with 50 ml. of chloroform, and dried with anhydrous sodium sulfate. The solvent was removed at reduced pressure, and the product was separated by column-chromatography (silica gel, chloroform). There was obtained 170 mg of 1-methylthioethyl phenyl sulfox...